From a dataset of the Open Reaction Database (ORD), a public repository of structured organic reaction records. describe an organic reaction: reactants, conditions, products, and yield Starting materials: N (ammonia), C(C)OC(CC(CC(=O)OCC)(C1=CC(=C(C=C1)Cl)Cl)C#N)=O (3-cyano-3-(3,4-dichlorophenyl)pentanedioic acid diethyl ester). The reagents and catalysts are [Ni] (Raney nickel). Run in C(C)O (ethanol). Conditions: time 20 hour. Product: C(C)OC(CC1(CNC(C1)=O)C1=CC(=C(C=C1)Cl)Cl)=O ((3-(3,4-dichlorophenyl)-5-oxopyrrolidin-3-yl)acetic Acid Ethyl Ester). RXN SMILES: N.[CH2:2]([O:4][C:5](=[O:24])[CH2:6][C:7]([C:22]#[N:23])([C:14]1[CH:19]=[CH:18][C:17]([Cl:20])=[C:16]([Cl:21])[CH:15]=1)[CH2:8][C:9](OCC)=[O:10])[CH3:3]>[Ni].C(O)C>[CH2:2]([O:4][C:5](=[O:24])[CH2:6][C:7]1([C:14]2[CH:19]=[CH:18][C:17]([Cl:20])=[C:16]([Cl:21])[CH:15]=2)[CH2:8][C:9](=[O:10])[NH:23][CH2:22]1)[CH3:3]. Reported procedure: Combine Raney nickel (24 lb) and an aqueous concentrated ammonia solution (19 lb). Add a solution of 3-cyano-3-(3,4-dichlorophenyl)pentanedioic acid diethyl ester (15 lb) and ethanol (117 lb) in a pressure reactor. Hydrogenate at 200 psi and 35° C. After 20 hours, cool, vent the vessel, purge with nitrogen, and filter. Rinse the solids with ethanol. Evaporate the filtrate in vacuo to give a residue. Crystallize the residue by dissolving in ethyl acetate and triturate the solution with heptane to... Yields the product C#CCOc1cc(N2C(=O)OC(C(C)C)C2=O)c(F)cc1Cl. RXN SMILES: [C:1](=[O:2])([O-:3])[O-:4].[CH2:26]([C:27]#[CH:28])[Br:29].[CH3:30][C:31]#[N:32].[F:7][c:8]1[c:9]([N:16]2[C:17](=[O:25])[O:18][CH:19]([CH:22]([CH3:23])[CH3:24])[C:20]2=[O:21])[cH:10][c:11]([OH:15])[c:12]([Cl:14])[cH:13]1.[K+:5].[K+:6]>>[F:7][c:8]1[c:9]([N:16]2[C:17](=[O:25])[O:18][CH:19]([CH:22]([CH3:23])[CH3:24])[C:20]2=[O:21])[cH:10][c:11]([O:15][CH2:28][C:27]#[CH:26])[c:12]([Cl:14])[cH:13]1. Reactants: O=C([O-])[O-], C#CCBr, CC#N, CC(C)C1OC(=O)N(c2cc(O)c(Cl)cc2F)C1=O, [K+], [K+]. Run at time 4 hour. As a reaction SMILES: [H-].[Al+3].[Li+].[H-].[H-].[H-].[CH3:7][N:8]([CH3:30])[CH2:9][CH2:10][C:11]([C:13]1[C:21]2[C:16](=[CH:17][CH:18]=[CH:19][CH:20]=2)[NH:15][C:14]=1[C:22]1[C:23]([CH2:28][CH3:29])=[N:24][O:25][C:26]=1[CH3:27])=[O:12]>O1CCCC1>[CH3:30][N:8]([CH3:7])[CH2:9][CH2:10][CH:11]([C:13]1[C:21]2[C:16](=[CH:17][CH:18]=[CH:19][CH:20]=2)[NH:15][C:14]=1[C:22]1[C:23]([CH2:28][CH3:29])=[N:24][O:25][C:26]=1[CH3:27])[OH:12] |f:0.1.2.3.4.5|. Reported procedure: A suspension of 816 mg. (0.022 mole) of lithium aluminum hydride in 125 ml. tetrahydrofuran is cooled to 5° and treated by the dropwise addition of 3.5 g. (0.011 mole) of 3-dimethylamino-1-[2-(3-ethyl-5-methyl-4-isoxazolyl)-1H-indol-3-yl]-1-propanone in 125 ml. tetrahydrofuran maintaining the temperature between 5°-8° C. The resulting mixture is then stirred for 4 hours at 0°-5°, then cooled to -50° and quenched by the addition of 10 ml. saturated magnesium sulfate solution. The mixture is warme... Solvent: O1CCCC1 (tetrahydrofuran), O1CCCC1 (tetrahydrofuran). Product: CN(CCC(O)C1=C(NC2=CC=CC=C12)C=1C(=NOC1C)CC)C (3-dimethylamino-1-[2-(3-ethyl-5-methyl-4-isoxazolyl)-1H-indol-3-yl]-1-propanol). The reactants are [H-].[Al+3].[Li+].[H-].[H-].[H-] (lithium aluminum hydride), CN(CCC(=O)C1=C(NC2=CC=CC=C12)C=1C(=NOC1C)CC)C (3-dimethylamino-1-[2-(3-ethyl-5-methyl-4-isoxazolyl)-1H-indol-3-yl]-1-propanone). Reactants: OCC(CC(O)C1=CC=C(C=C1)CCCCCCCC)(CO)[N+](=O)[O-] (3-(hydroxymethyl)-3-nitro-1-(p-octylphenyl)butane-1,4-diol), Cl (hydrochloric acid), [H][H] (hydrogen). Reagents/catalysts: [C].[Pd] (palladium-carbon). The solvent is CO (methyl alcohol). Run at time 1 hour. Product: CCCCCCCCC=1C=CC(=CC1)CCC(CO)(CO)N.Cl (Fingolimod hydrochloride). Reaction SMILES: [OH:1][CH2:2][C:3]([N+:23]([O-])=O)([CH2:21][OH:22])[CH2:4][CH:5]([C:7]1[CH:12]=[CH:11][C:10]([CH2:13][CH2:14][CH2:15][CH2:16][CH2:17][CH2:18][CH2:19][CH3:20])=[CH:9][CH:8]=1)O.[H][H].[ClH:28]>CO.[C].[Pd]>[CH3:20][CH2:19][CH2:18][CH2:17][CH2:16][CH2:15][CH2:14][CH2:13][C:10]1[CH:11]=[CH:12][C:7]([CH2:5][CH2:4][C:3]([NH2:23])([CH2:2][OH:1])[CH2:21][OH:22])=[CH:8][CH:9]=1.[ClH:28] |f:4.5,6.7|. Reported procedure: To 14.1 g (0.04 mol) of 3-(hydroxymethyl)-3-nitro-1-(p-octylphenyl)butane-1,4-diol in 250 ml of methyl alcohol, 30 ml of concentrated hydrochloric acid was added, followed by the catalyst—10% palladium-carbon. The mixture was stirred at 20 kg/cm2 hydrogen pressure for two days at room temperature. The mixture was then filtered, methyl alcohol was distilled off, the residue was dissolved in water, adjusted to pH 8 with saturated sodium bicarbonate, and extracted with ethyl acetate (100 ml×3). The... Reactants: ClC1=NC=C(C=C1C(=O)N[C@@H](C)C1=CC=C(C(=O)OC)C=C1)Cl (Methyl 4-((1S)-1-{[(2,5-dichloropyridin-3-yl)carbonyl]amino}ethyl)benzoate), N1=CC(=CC=C1)C=1C=C(C=CC1)O (3-pyridin-3-ylphenol). The product is ClC=1C=C(C(=NC1)OC1=CC(=CC=C1)C=1C=NC=CC1)C(=O)N[C@@H](C)C1=CC=C(C(=O)OC)C=C1 (Methyl 4-[(1S)-1-({[5-chloro-2-(3-pyridin-3-ylphenoxy)pyridin-3-yl]carbonyl}amino)ethyl]benzoate). Reaction SMILES: Cl[C:2]1[C:7]([C:8]([NH:10][C@H:11]([C:13]2[CH:22]=[CH:21][C:16]([C:17]([O:19][CH3:20])=[O:18])=[CH:15][CH:14]=2)[CH3:12])=[O:9])=[CH:6][C:5]([Cl:23])=[CH:4][N:3]=1.[N:24]1[CH:29]=[CH:28][CH:27]=[C:26]([C:30]2[CH:31]=[C:32]([OH:36])[CH:33]=[CH:34][CH:35]=2)[CH:25]=1>>[Cl:23][C:5]1[CH:6]=[C:7]([C:8]([NH:10][C@H:11]([C:13]2[CH:22]=[CH:21][C:16]([C:17]([O:19][CH3:20])=[O:18])=[CH:15][CH:14]=2)[CH3:12])=[O:9])[C:2]([O:36][C:32]2[CH:33]=[CH:34][CH:35]=[C:30]([C:26]3[CH:25]=[N:24][CH:29]=[CH:28][CH:27]=3)[CH:31]=2)=[N:3][CH:4]=1. Procedure details: The title compound was prepared according to the procedure described in step 2 of Example 45 from methyl 4-((1S)-1-{[(2,5-dichloropyridin-3-yl)carbonyl]amino}ethyl)benzoate (step 1 of Example 48) and 3-pyridin-3-ylphenol (J. Med. Chem. 1981, 24, 1475): 1H-NMR (CDCl3) δ 8.86 (1H, d, J=1.8 Hz), 8.63 (1H, dd, J=4.8, 1.5 Hz), 8.57 (1H, d, J=2.6 Hz), 8.17–8.15 (2H, m), 8.02–7.99 (2H, m), 7.90–7.86 (1H, m), 7.62–7.36 (6H, m), 7.22–7.18 (1H, m), 5.45–5.34 (1H, m), 3.89 (3H, s), 1.61 (3H, d, J=6.9 Hz); ... The reactants are CN1CC2=C(N(C=3C=CC(=CC23)C)CC2(OC2)C=2C=NC=CC2)CC1 (2,8-dimethyl-5-((2-(pyridin-3-yl)oxiran-2-yl)methyl)-2,3,4,5-tetrahydro-1H-pyrido[4,3-b]indole), C([O-])(O)=O.[Na+] (sodium bicarbonate). The solvent is C(=O)(C(F)(F)F)O (TFA). Conditions: time 8 hour. Yields the product CN1CC2=C(N(C=3C=CC(=CC23)C)CC(CO)(O)C=2C=NC=CC2)CC1 (3-(2,8-dimethyl-3,4-dihydro-1H-pyrido[4,3-b]indol-5(2H)-yl)-2-(pyridin-3-yl)propane-1,2-diol). Reaction SMILES: [CH3:1][N:2]1[CH2:25][CH2:24][C:5]2[N:6]([CH2:14][C:15]3([C:18]4[CH:19]=[N:20][CH:21]=[CH:22][CH:23]=4)[CH2:17][O:16]3)[C:7]3[CH:8]=[CH:9][C:10]([CH3:13])=[CH:11][C:12]=3[C:4]=2[CH2:3]1.C(=O)(O)[O-:27].[Na+]>C(O)(C(F)(F)F)=O>[CH3:1][N:2]1[CH2:25][CH2:24][C:5]2[N:6]([CH2:14][C:15]([C:18]3[CH:19]=[N:20][CH:21]=[CH:22][CH:23]=3)([OH:16])[CH2:17][OH:27])[C:7]3[CH:8]=[CH:9][C:10]([CH3:13])=[CH:11][C:12]=3[C:4]=2[CH2:3]1 |f:1.2|. Procedure details: A mixture of 2,8-dimethyl-5-((2-(pyridin-3-yl)oxiran-2-yl)methyl)-2,3,4,5-tetrahydro-1H-pyrido[4,3-b]indole (100 mg, 0.3 mmol) in 20% aq. TFA (2 mL) was stirred at RT overnight. The reaction mixture was neutralized with saturated sodium bicarbonate solution and extracted with EtOAc (2×30 mL) to remove the impurities. The aqueous layer was lyophilized to obtain the crude product that was purified by reverse phase HPLC to obtain 5 mg of 3-(2,8-dimethyl-3,4-dihydro-1H-pyrido[4,3-b]indol-5(2H)-yl)-2... The reactants are FC(C=1C=C(C=CC1)C1=CCNC=2N1N=CC2C#N)(F)F (4,5-dihydro-7-[3-(trifluoromethyl)phenyl]pyrazolo[1,5-a]pyrimidine-3-carbonitrile), [H-].[Na+] (sodium hydride), IC (iodomethane). Run in CN(C=O)C (N,N-dimethylformamide). Conditions: time 0.5 hour. Yields the product CN1C=2N(C(=CC1)C1=CC(=CC=C1)C(F)(F)F)N=CC2C#N (4,5-Dihydro-4-methyl-7-[3-(trifluoromethyl)phenyl]pyrazolo[1,5-a]pyrimidine-3-carbonitrile). Reaction SMILES: [F:1][C:2]([F:21])([F:20])[C:3]1[CH:4]=[C:5]([C:9]2[N:14]3[N:15]=[CH:16][C:17]([C:18]#[N:19])=[C:13]3[NH:12][CH2:11][CH:10]=2)[CH:6]=[CH:7][CH:8]=1.[H-].[Na+].I[CH3:25]>CN(C)C=O>[CH3:25][N:12]1[CH2:11][CH:10]=[C:9]([C:5]2[CH:6]=[CH:7][CH:8]=[C:3]([C:2]([F:20])([F:1])[F:21])[CH:4]=2)[N:14]2[N:15]=[CH:16][C:17]([C:18]#[N:19])=[C:13]12 |f:1.2|. Procedure: A mixture of 1.5 g of 4,5-dihydro-7-[3-(trifluoromethyl)phenyl]pyrazolo[1,5-a]pyrimidine-3-carbonitrile (Ex. 19) and 220 mg of 60% sodium hydride dispersed in mineral oil in 50 ml of N,N-dimethylformamide was stirred at room temperature under nitrogen for 3 1/2 hours. Then one ml of iodomethane was added and the reaction mixture was stirred under nitrogen for 16 hours. The mixture was evaporated in vacuo and gave an oil. The oil crystallized upon trituration in n-hexane to give the product which...